describe an organic reaction: reactants, conditions, products, and yield From a dataset of the Open Reaction Database (ORD), a public repository of structured organic reaction records. Reactants: ( 11 ), ( 11 ), ( 12 ), ( 10 ), ( 23 ), ( 14 ), ( 38 ), ( 41 ), ( 23 ), ( 51 ), ( 100 ), ( 22 ), ( 1.78 ), ( 18 ), ( 18 ), ( 10 ), ( 8.6 ), ( 10 ), ( 8.5 ), ( 10 ), COC=1C=C(C(C=O)=CC1[N+](=O)[O-])O (4-methoxy-5-nitrosalicylaldehyde), II (iodine), ( 11.2 ), C1=CC=CC=C1 (benzene). The solvent is hexanes, C(Cl)(Cl)(Cl)Cl (carbon tetrachloride). Run at time 15 hour. The product is OC1=C(C=O)C=C(C(=C1I)OC)[N+](=O)[O-] (2-hydroxy-3-iodo-4-methoxy-5-nitrobenzaldehyde). The yield is 73.0%. RXN SMILES: [CH3:1][O:2][C:3]1[CH:4]=[C:5]([OH:14])[C:6](=[CH:9][C:10]=1[N+:11]([O-:13])=[O:12])[CH:7]=[O:8].[I:15]I.C1C=CC=CC=1>C(Cl)(Cl)(Cl)Cl>[OH:14][C:5]1[C:4]([I:15])=[C:3]([O:2][CH3:1])[C:10]([N+:11]([O-:13])=[O:12])=[CH:9][C:6]=1[CH:7]=[O:8]. Reported procedure: To the stirred solution of 2.0 g (10.2 mmol) (1.52 mmol) of 4-methoxy-5-nitrosalicylaldehyde and 2.58 g (10.2 mmol) of iodine in 60 ml of carbon tetrachloride, 4.8 g (11.2) mmol) of [bistrifluoroacetoxyl) iodo]benzene was added slowly and then the reaction mixture was stirred for 15 hrs. at RT. To this reaction mixture, 60 ml of hexanes was added and then the formed solid was collected by filtration, washed with hexanes, dilute HCl, water, and dried to give 2.4 g of D. (Yield: 73%): 1H NMR (CDC1... Reactants: NC1=CC=C(C=C1)N1C2=C(NC(CC1=O)=O)C1=CC=CC=C1C=C2 (5-(4-aminophenyl)-1H-naphtho[1,2-b][1,4]diazepine-2,4(3H,5H)-dione), O=C1NC2=C(N(C(C1)=O)C1=CC=C(C(=O)O)C=C1)C=CC1=CC=CC=C12 (4-[2,4-Dioxo-3,4-dihydro-1H-naphtho[2,1-b][1,4]diazepin-5(2H)-yl]benzoic acid), CC1=C(C=CC(=O)Cl)C=CC=C1 (2-methylcinnamic acid chloride). The product is CC1=C(C=CC=C1)C=CC(=O)NC1=CC=C(C=C1)N1C2=C(NC(CC1=O)=O)C1=CC=CC=C1C=C2 (5-[4-[3-(2-Methylphenyl)propenoylamino]phenyl]-1H-naphtho[1,2-b][1,4]diazepine-2,4(3H,5H)-dione). Yield: 41.1%. Reaction SMILES: [NH2:1][C:2]1[CH:7]=[CH:6][C:5]([N:8]2[C:14](=[O:15])[CH2:13][C:12](=[O:16])[NH:11][C:10]3[C:17]4[C:22]([CH:23]=[CH:24][C:9]2=3)=[CH:21][CH:20]=[CH:19][CH:18]=4)=[CH:4][CH:3]=1.[CH3:25][C:26]1[CH:36]=[CH:35][CH:34]=[CH:33][C:27]=1[CH:28]=[CH:29][C:30](Cl)=[O:31].O=C1CC(=O)N(C2C=CC(C(O)=O)=CC=2)C2C=CC3C(C=2N1)=CC=CC=3>>[CH3:25][C:26]1[CH:36]=[CH:35][CH:34]=[CH:33][C:27]=1[CH:28]=[CH:29][C:30]([NH:1][C:2]1[CH:7]=[CH:6][C:5]([N:8]2[C:14](=[O:15])[CH2:13][C:12](=[O:16])[NH:11][C:10]3[C:17]4[C:22]([CH:23]=[CH:24][C:9]2=3)=[CH:21][CH:20]=[CH:19][CH:18]=4)=[CH:4][CH:3]=1)=[O:31]. Reported procedure: By using 5-(4-aminophenyl)-1H-naphtho[1,2-b][1,4]diazepine-2,4(3H,5H)-dione (30 mg, 0.095 mmol) obtained in Example 1, (3), and 2-methylcinnamic acid chloride (0.114 mmol), the title compound (18 mg, yield 41%) was obtained as white crystals in the same manner as that of Example 1, (4). The reactants are CO, O=[N+]([O-])OCC(CBr)(CO[N+](=O)[O-])CO[N+](=O)[O-], [Na], O. Product: COCC(CO[N+](=O)[O-])(CO[N+](=O)[O-])CO[N+](=O)[O-]. As a reaction SMILES: [CH3:2][OH:3].[N+:4](=[O:5])([O-:6])[O:7][CH2:8][C:9]([CH2:10][Br:11])([CH2:12][O:13][N+:14](=[O:15])[O-:16])[CH2:17][O:18][N+:19](=[O:20])[O-:21].[Na:1].[OH2:22]>>[CH3:2][O:3][CH2:10][C:9]([CH2:8][O:7][N+:4](=[O:5])[O-:6])([CH2:12][O:13][N+:14](=[O:15])[O-:16])[CH2:17][O:18][N+:19](=[O:20])[O-:21]. Reactants: COC(CC1=NC(=C(C(=N1)OC)Cl)N1CCOCC1)=O ((5-chloro-4-methoxy-6-morpholin-4-ylpyrimidin-2-yl)acetic acid methyl ester), O1CCOCC1 (dioxane). Solvent: C(C)OCC (ethyl ether). Yields the product COC(CC=1NC(C(=C(N1)N1CCOCC1)Cl)=O)=O ((5-chloro-4-morpholin-4-yl-6-oxo-1,6-dihydropyrimidin-2-yl)acetic acid methyl ester). The yield is 86.8%. Reaction SMILES: [CH3:1][O:2][C:3](=[O:20])[CH2:4][C:5]1[N:10]=[C:9]([O:11]C)[C:8]([Cl:13])=[C:7]([N:14]2[CH2:19][CH2:18][O:17][CH2:16][CH2:15]2)[N:6]=1.O1CCOCC1>C(OCC)C>[CH3:1][O:2][C:3](=[O:20])[CH2:4][C:5]1[NH:10][C:9](=[O:11])[C:8]([Cl:13])=[C:7]([N:14]2[CH2:19][CH2:18][O:17][CH2:16][CH2:15]2)[N:6]=1. Procedure details: 500 mg of (5-chloro-4-methoxy-6-morpholin-4-ylpyrimidin-2-yl)acetic acid methyl ester and 5 ml of 4N hydrochloric dioxane are placed in a microwave tube. After microwave irradiation for 30 minutes at a temperature of 110° C., the reaction medium is concentrated under reduced pressure. The residue obtained is taken up in ethyl ether. The solid formed is filtered off so as to give 414 mg of (5-chloro-4-morpholin-4-yl-6-oxo-1,6-dihydropyrimidin-2-yl)acetic acid methyl ester, the characteristics of ...